From a dataset of the Open Reaction Database (ORD), a public repository of structured organic reaction records. describe an organic reaction: reactants, conditions, products, and yield Starting materials: [Br-], CCC[Mg+], COC(=O)c1cc2c([nH]1)C(=O)CC2. The product is CCCC1CCc2cc(C(=O)OC)[nH]c21. As a reaction SMILES: [Br-:14].[CH2:15]([CH2:16][CH3:17])[Mg+:18].[O:1]=[C:2]1[CH2:3][CH2:4][c:5]2[c:6]1[nH:7][c:8]([C:10](=[O:11])[O:12][CH3:13])[cH:9]2>>[CH:2]1([CH2:15][CH2:16][CH3:17])[CH2:3][CH2:4][c:5]2[c:6]1[nH:7][c:8]([C:10](=[O:11])[O:12][CH3:13])[cH:9]2. The reactants are [F-].[K+] (KF), BrC1=CC(=C(CO)C=C1)C (4-bromo-2-methylbenzyl alcohol), C(=C)[Sn](CCCC)(CCCC)CCCC (vinyltributyltin). Reagents/catalysts: C=1C=CC(=CC1)[P](C=2C=CC=CC2)(C=3C=CC=CC3)[Pd]([P](C=4C=CC=CC4)(C=5C=CC=CC5)C=6C=CC=CC6)([P](C=7C=CC=CC7)(C=8C=CC=CC8)C=9C=CC=CC9)[P](C=1C=CC=CC1)(C=1C=CC=CC1)C=1C=CC=CC1 (Pd(PPh3)4). Product: CC1=C(CO)C=CC(=C1)C=C (2-methyl-4-vinylbenzyl alcohol). RXN SMILES: Br[C:2]1[CH:9]=[CH:8][C:5]([CH2:6][OH:7])=[C:4]([CH3:10])[CH:3]=1.[CH:11]([Sn](CCCC)(CCCC)CCCC)=[CH2:12].[F-].[K+]>C1(C)C=CC=CC=1.CCOC(C)=O.C1C=CC([P]([Pd]([P](C2C=CC=CC=2)(C2C=CC=CC=2)C2C=CC=CC=2)([P](C2C=CC=CC=2)(C2C=CC=CC=2)C2C=CC=CC=2)[P](C2C=CC=CC=2)(C2C=CC=CC=2)C2C=CC=CC=2)(C2C=CC=CC=2)C2C=CC=CC=2)=CC=1>[CH3:10][C:4]1[CH:3]=[C:2]([CH:11]=[CH2:12])[CH:9]=[CH:8][C:5]=1[CH2:6][OH:7] |f:2.3,^1:44,46,65,84|. Run at temperature 110 celsius, time 12 hour. Procedure details: A solution of 4-bromo-2-methylbenzyl alcohol (M. I. Dawson, et al., J. Med. Chem. 1984, 27, 1516-1531; 0.81 g, 4.0 mmol) in toluene (10 mL) was charged successively with Pd(PPh3)4 (0.13 g, 0.11 mmol), BHT (few crystals, catalytic), and vinyltributyltin (1.3 mL, 4.4 mmol). The mixture was heated at 110° C. for 3.5 h, cooled, charged with aqueous KF and stirred for 12 h at RT. The mixture was diluted with EtOAc and the resultant white precipitate was removed via filtration. The organic phase was s... The yield is 91.1%. The solvent is CCOC(=O)C (EtOAc), C1(=CC=CC=C1)C (toluene). Starting materials: [H-] (hydride), [OH-].[Na+] (sodium hydroxide), [N+](=O)([O-])C=CC1=C(NC(=C1)C=1SC=CC1)C=1SC=CC1 (3-(2'-nitrovinyl)-2,5-dithienylpyrrole), [H-].[Al+3].[Li+].[H-].[H-].[H-] (lithium aluminum hydride). Solvent: O (water), O (H2O), O1CCCC1 (tetrahydrofuran), O1CCCC1 (tetrahydrofuran). Reaction conditions: time 1 hour. The product is NCCC1=C(NC(=C1)C=1SC=CC1)C=1SC=CC1 (3-aminoethyl-2,5-dithienyl pyrrole). Yield: 65.1%. RXN SMILES: [N+:1]([CH:4]=[CH:5][C:6]1[CH:10]=[C:9]([C:11]2[S:12][CH:13]=[CH:14][CH:15]=2)[NH:8][C:7]=1[C:16]1[S:17][CH:18]=[CH:19][CH:20]=1)([O-])=O.[H-].[Al+3].[Li+].[H-].[H-].[H-].[H-].[OH-].[Na+]>O1CCCC1.O>[NH2:1][CH2:4][CH2:5][C:6]1[CH:10]=[C:9]([C:11]2[S:12][CH:13]=[CH:14][CH:15]=2)[NH:8][C:7]=1[C:16]1[S:17][CH:18]=[CH:19][CH:20]=1 |f:1.2.3.4.5.6,8.9|. Procedure: A solution of crude 3-(2'-nitrovinyl)-2,5-dithienylpyrrole (127 mg) in pure dry tetrahydrofuran (1.5 mL) was added with stirring to a suspension of lithium aluminum hydride (47 mg, 1.23 mmol) in boiling tetrahydrofuran (2 mL) at a rate sufficient to maintain reflux. The mixture was refluxed for 35 minutes, then cooled, and the excess of hydride decomposed by successive addition of 50 μL of H2O, 50 μL of 40% aqueous sodium hydroxide solution and 150 μL of water. The reaction mixture was allowed t... As a reaction SMILES: [CH:1]1([NH:7][C:8]2[C:12]3([CH2:17][CH2:16][NH:15][CH2:14][CH2:13]3)[N:11]([C:18]3[CH:23]=[CH:22][CH:21]=[C:20]([F:24])[CH:19]=3)[C:10](=[O:25])[N:9]=2)[CH2:6][CH2:5][CH2:4][CH2:3][CH2:2]1.CCN(C(C)C)C(C)C.[CH:35]([C:37]1[CH:38]=[C:39]([CH2:43][CH:44]([CH3:47])[C:45]#[N:46])[CH:40]=[CH:41][CH:42]=1)=O.C(O[BH-](OC(=O)C)OC(=O)C)(=O)C.[Na+]>ClC(Cl)C>[CH:1]1([NH:7][C:8]2[C:12]3([CH2:13][CH2:14][N:15]([CH2:35][C:37]4[CH:38]=[C:39]([CH2:43][CH:44]([CH3:47])[C:45]#[N:46])[CH:40]=[CH:41][CH:42]=4)[CH2:16][CH2:17]3)[N:11]([C:18]3[CH:23]=[CH:22][CH:21]=[C:20]([F:24])[CH:19]=3)[C:10](=[O:25])[N:9]=2)[CH2:2][CH2:3][CH2:4][CH2:5][CH2:6]1 |f:3.4|. Product: C1(CCCCC1)NC1=NC(N(C12CCN(CC2)CC=2C=C(C=CC2)CC(C#N)C)C2=CC(=CC=C2)F)=O (3-(3-{[4-(cyclohexylamino)-1-(3-fluorophenyl)-2-oxo-1,3,8-triazaspiro[4.5]dec-3-en-8-yl]methyl}phenyl)-2-methylpropanenitrile). Conditions: time 10 minute. The reactants are C1(CCCCC1)NC1=NC(N(C12CCNCC2)C2=CC(=CC=C2)F)=O (4-(cyclohexylamino)-1-(3-fluorophenyl)-1,3,8-triazaspiro[4.5]dec-3-en-2-one), C(C)(=O)O[BH-](OC(C)=O)OC(C)=O.[Na+] (sodium triacetoxyborohydride), CCN(C(C)C)C(C)C (DIEA), C(=O)C=1C=C(C=CC1)CC(C#N)C (3-(3-formylphenyl)-2-methylpropanenitrile). Run in ClC(C)Cl (dichloroethane). Procedure: To a 20 mL dichloroethane solution of 0.35 g (0.92 mmol) 4-(cyclohexylamino)-1-(3-fluorophenyl)-1,3,8-triazaspiro[4.5]dec-3-en-2-one and 0.25 mL (1.4 mmol) DIEA went 0.16 g (0.92 mmol) 3-(3-formylphenyl)-2-methylpropanenitrile (9-3). The suspension was allowed to stir for 10 min then 0.4 g (1.9 mmol) sodium triacetoxyborohydride was added and the reaction was allowed to stir at rt overnight. HPLC/MS showed no starting material so the reaction was quenched with 100 mL sat NaHCO3 and diluted with ... Starting materials: C[Si](C)(C)[N-][Si](C)(C)C.[Li+] (lithium bis(trimethylsilyl)amide), N1(CC(CCC1)C(=O)OC)C(=O)OC(C)(C)C (1-tert-butyl 3-methyl piperidine-1,3-dicarboxylate), FC1=C(CBr)C=CC=C1 (2-fluorobenzylbromide). Run in O1CCCC1 (tetrahydrofuran), O1CCCC1 (tetrahydrofuran). Run at temperature -78 celsius, time 30 minute. The product is FC1=C(CC2(CN(CCC2)C(=O)OC(C)(C)C)C(=O)OC)C=CC=C1 (1-tert-Butyl 3-methyl 3-(2-fluorobenzyl)piperidine-1,3-dicarboxylate). Yield: 65.0%. RXN SMILES: C[Si]([N-][Si](C)(C)C)(C)C.[Li+].[N:11]1([C:21]([O:23][C:24]([CH3:27])([CH3:26])[CH3:25])=[O:22])[CH2:16][CH2:15][CH2:14][CH:13]([C:17]([O:19][CH3:20])=[O:18])[CH2:12]1.[F:28][C:29]1[CH:36]=[CH:35][CH:34]=[CH:33][C:30]=1[CH2:31]Br>O1CCCC1>[F:28][C:29]1[CH:36]=[CH:35][CH:34]=[CH:33][C:30]=1[CH2:31][C:13]1([C:17]([O:19][CH3:20])=[O:18])[CH2:14][CH2:15][CH2:16][N:11]([C:21]([O:23][C:24]([CH3:27])([CH3:26])[CH3:25])=[O:22])[CH2:12]1 |f:0.1|. Reported procedure: In a flask, lithium bis(trimethylsilyl)amide (LHMDS) (9.24 mL of 1.0 M solution in THF, 9.24 mmol) was added to tetrahydrofuran (20 mL). The reaction mixture was cooled to −78° C., and then a solution of 1-tert-butyl 3-methyl piperidine-1,3-dicarboxylate (1.5 g, 6.17 mmol) in tetrahydrofuran (5 mL) was added drop-wise to the reaction mixture at −78° C. The reaction was stirred at −78° C. for 30 minutes. Afterwards, 2-fluorobenzylbromide (1.12 mL, 9.24 mmol) was added, and the reaction was stirre... The reactants are CCOC(=O)CBr, Cc1cccc(C#Cc2cn(-c3cc[nH]c(=O)c3)c(C)n2)c1. Product: CCOC(=O)Cn1ccc(-n2cc(C#Cc3cccc(C)c3)nc2C)cc1=O. Reaction SMILES: [Br:23][CH2:24][C:25](=[O:26])[O:27][CH2:28][CH3:29].[CH3:1][c:2]1[n:3](-[c:16]2[cH:17][c:18](=[O:22])[nH:19][cH:20][cH:21]2)[cH:4][c:5]([C:7]#[C:8][c:9]2[cH:10][c:11]([CH3:15])[cH:12][cH:13][cH:14]2)[n:6]1>>[CH3:1][c:2]1[n:3](-[c:16]2[cH:17][c:18](=[O:22])[n:19]([CH2:24][C:25](=[O:26])[O:27][CH2:28][CH3:29])[cH:20][cH:21]2)[cH:4][c:5]([C:7]#[C:8][c:9]2[cH:10][c:11]([CH3:15])[cH:12][cH:13][cH:14]2)[n:6]1.